This data is from the Open Reaction Database (ORD), a public repository of structured organic reaction records. The task is: describe an organic reaction: reactants, conditions, products, and yield Starting materials: O1COC2=C1C=CC=C2N2N=C(C(C=C2)=O)C(\C=C\N(C)C)=O (1-Benzo[1,3]dioxol-4-yl-3-((E)-3-dimethylamino-acryloyl)-1H-pyridazin-4-one), N(=O)[O-].[Na+] (sodium nitrite), [Sn](Cl)Cl (tin(II) chloride), O1COC2=C1C=CC(=C2)NN (benzo[1,3]dioxol-5-yl-hydrazine), amino. Yields the product O1COC2=C1C=CC=C2N2N=C(C(C=C2)=O)C=2N(N=CC2)C2=CC1=C(OCO1)C=C2 (1-Benzo[1,3]dioxol-4-yl-3-(2-benzo[1,3]dioxol-5-yl-2H-pyrazol-3-yl)-1H-pyridazin-4-one). As a reaction SMILES: [O:1]1[C:5]2[CH:6]=[CH:7][CH:8]=[C:9]([N:10]3[CH:15]=[CH:14][C:13](=[O:16])[C:12]([C:17](=O)/[CH:18]=[CH:19]/[N:20](C)C)=[N:11]3)[C:4]=2[O:3][CH2:2]1.[O:24]1[C:28]2[CH:29]=[CH:30][C:31]([NH:33]N)=[CH:32][C:27]=2[O:26][CH2:25]1.N([O-])=O.[Na+].[Sn](Cl)Cl>>[O:1]1[C:5]2[CH:6]=[CH:7][CH:8]=[C:9]([N:10]3[CH:15]=[CH:14][C:13](=[O:16])[C:12]([C:17]4[N:33]([C:31]5[CH:30]=[CH:29][C:28]6[O:24][CH2:25][O:26][C:27]=6[CH:32]=5)[N:20]=[CH:19][CH:18]=4)=[N:11]3)[C:4]=2[O:3][CH2:2]1 |f:2.3|. Procedure: The product was obtained starting from 1-Benzo[1,3]dioxol-4-yl-3-((E)-3-dimethylamino-acryloyl)-1H-pyridazin-4-one (A-14) and benzo[1,3]dioxol-5-yl-hydrazine (prepared from the corresponding amino derivative using sodium nitrite and tin(II) chloride as described in J. Med. Chem. 2003, 46, 4676-4686) according to the method described for example 91. MS: M=403.2 (M+H)+ The reactants are C=O (formaldehyde), COC1=CC(=NC=C1)CSC1=NC=2C(N1)=CSC2 (2-(4methoxy-2-picolylmercapto)-1H-thieno[3,4-d]imidazole). Solvent: C(C)#N (acetonitrile), C(C)#N (acetonitrile). Run at temperature 70 celsius, time 15 minute. The product is OCN1C(=NC=2C1=CSC2)SCC2=NC=CC(=C2)OC (1-Hydroxymethyl-2-(4-methoxy-2-picolylmercapto)1H-thieno[3,4-d]imidazole). RXN SMILES: [CH2:1]=[O:2].[CH3:3][O:4][C:5]1[CH:10]=[CH:9][N:8]=[C:7]([CH2:11][S:12][C:13]2[NH:17][C:16]3=[CH:18][S:19][CH:20]=[C:15]3[N:14]=2)[CH:6]=1>C(#N)C>[OH:2][CH2:1][N:14]1[C:15]2=[CH:20][S:19][CH:18]=[C:16]2[N:17]=[C:13]1[S:12][CH2:11][C:7]1[CH:6]=[C:5]([O:4][CH3:3])[CH:10]=[CH:9][N:8]=1. Procedure: Under a nitrogen atmosphere, 0.7 ml of 37% strength aqueous formaldehyde solution in 3 ml of acetonitrile was added dropwise to 1.6 g (5.8 mmol) of 2-(4methoxy-2-picolylmercapto)-1H-thieno[3,4-d]imidazole dissolved in 50 of acetonitrile. The mixture was then stirred at 70° C. for 15 minutes. The solution was concentrated in vacuo, washed with water and saturated aqueous NaCl solution and dried over MgSO4. The residue obtained after evaporation resulted, after treatment with diisopropyl ether, in... The reactants are ClC1=C(C=CC=C1C(F)(F)F)C1C(=C(NC(=C1C(=O)OC)C)COCC1OC(OC1)(C)C)C(=O)OCC (4-{[4-(2-chloro-3-trifluoromethylphenyl)-3-ethoxycarbonyl-5-methoxycarbonyl-6-methyl-1,4-dihydropyrid-2-yl]methoxymethyl}-2,2-dimethyl-1,3-dioxolane), hemihydrate. Run in C(C)(=O)O (acetic acid). The product is O.ClC1=C(C=CC=C1C(F)(F)F)C1C(=C(NC(=C1C(=O)OC)C)COCC(CO)O)C(=O)OCC.ClC1=C(C=CC=C1C(F)(F)F)C1C(=C(NC(=C1C(=O)OC)C)COCC(CO)O)C(=O)OCC (1-{[4-(2-Chloro-3-trifluoromethylphenyl)-3-ethoxycarbonyl-5-methoxycarbonyl-6-methyl-1,4-dihydropyrid-2-yl]methoxy}-2,3-dihydroxypropane hemihydrate). Reaction SMILES: [Cl:1][C:2]1[C:7]([C:8]([F:11])([F:10])[F:9])=[CH:6][CH:5]=[CH:4][C:3]=1[CH:12]1[C:17]([C:18]([O:20][CH3:21])=[O:19])=[C:16]([CH3:22])[NH:15][C:14]([CH2:23][O:24][CH2:25][CH:26]2[CH2:30][O:29]C(C)(C)[O:27]2)=[C:13]1[C:33]([O:35][CH2:36][CH3:37])=[O:34]>C(O)(=O)C>[OH2:19].[Cl:1][C:2]1[C:7]([C:8]([F:9])([F:10])[F:11])=[CH:6][CH:5]=[CH:4][C:3]=1[CH:12]1[C:17]([C:18]([O:20][CH3:21])=[O:19])=[C:16]([CH3:22])[NH:15][C:14]([CH2:23][O:24][CH2:25][CH:26]([OH:27])[CH2:30][OH:29])=[C:13]1[C:33]([O:35][CH2:36][CH3:37])=[O:34].[Cl:1][C:2]1[C:7]([C:8]([F:9])([F:10])[F:11])=[CH:6][CH:5]=[CH:4][C:3]=1[CH:12]1[C:17]([C:18]([O:20][CH3:21])=[O:19])=[C:16]([CH3:22])[NH:15][C:14]([CH2:23][O:24][CH2:25][CH:26]([OH:27])[CH2:30][OH:29])=[C:13]1[C:33]([O:35][CH2:36][CH3:37])=[O:34] |f:2.3.4|. Procedure details: 1-{[4-(2-Chloro-3-trifluoromethylphenyl)-3-ethoxycarbonyl-5-methoxycarbonyl-6-methyl-1,4-dihydropyrid-2-yl]methoxy}-2,3-dihydroxypropane hemihydrate was prepared by the method described in the previous Example 4-{[4-(2-chloro-3-trifluoromethylphenyl)-3-ethoxycarbonyl-5-methoxycarbonyl-6-methyl-1,4-dihydropyrid-2-yl]methoxymethyl}-2,2-dimethyl-1,3-dioxolane and 60% aqueous acetic acid. The product was characterised as a hemihydrate, m.p. 114° C. Reactants: CSC.B (Borane methylsulfide), ClC=1C(=C(C(=O)O)C=CC1F)F (3-Chloro-2,4-difluorobenzoic acid), C(=O)([O-])[O-].[Na+].[Na+] (Na2CO3). The solvent is C1CCOC1 (THF). Conditions: time 14 hour. The product is ClC=1C(=C(C=CC1F)CO)F ((3-Chloro-2,4-difluorophenyl)methanol). Reaction SMILES: [Cl:1][C:2]1[C:3]([F:12])=[C:4]([CH:8]=[CH:9][C:10]=1[F:11])[C:5](O)=[O:6].CSC.B.C([O-])([O-])=O.[Na+].[Na+]>C1COCC1>[Cl:1][C:2]1[C:3]([F:12])=[C:4]([CH2:5][OH:6])[CH:8]=[CH:9][C:10]=1[F:11] |f:1.2,3.4.5|. Procedure: 3-Chloro-2,4-difluorobenzoic acid (5.37 g, 27.9 mmol) was dissolved in THF (20 mL) and the solution was cooled to 0 deg. Borane methylsulfide (2.0 M in THF, 55.8 ml, 112 mmol) was added. The resulting solution was warmed to rt and stirred for 14 h. The solution was cooled in an ice bath, and 10% aqueous Na2CO3 (7 mL) was added slowly. The material was concentrated on the rotovap to a white solid. The residue was acidified with 3M aqueous HCl (30 mL), diluted with dichloromethane (50 mL), and the... The reactants are CN1C=2C=CC=CC2C(C2=CC=CC=C12)C(=O)Cl (10-Methylacridan-9-carboxylic acid chloride), CN1C=2C=CC=CC2C(C2=CC=CC=C12)C(=O)OC (methyl 10-methylacridan-9-carboxylate). Solvent: ClCCl (dichloromethane), ClCCl (dichloromethane), O1CCCC1 (tetrahydrofuran). The product is CN1C=2C=CC=CC2C(C2=CC=CC=C12)C(=O)O.C1=CC=C(C=C1)C1=CC=CC=C1 (4,4′-biphenyl 10-methylacridan-9-carboxylate). RXN SMILES: CN1[C:15]2[C:10](=[CH:11][CH:12]=[CH:13][CH:14]=2)[CH:9]([C:16](Cl)=O)[C:8]2[CH:7]=[CH:6][CH:5]=CC1=2.[CH3:19][N:20]1[C:33]2[C:28](=[CH:29][CH:30]=[CH:31][CH:32]=2)[CH:27]([C:34]([O:36]C)=[O:35])[C:26]2[CH:25]=[CH:24][CH:23]=[CH:22][C:21]1=2>ClCCl.O1CCCC1>[CH3:19][N:20]1[C:33]2[C:28](=[CH:29][CH:30]=[CH:31][CH:32]=2)[CH:27]([C:34]([OH:36])=[O:35])[C:26]2[CH:25]=[CH:24][CH:23]=[CH:22][C:21]1=2.[CH:13]1[CH:12]=[CH:11][C:10]([C:9]2[CH:16]=[CH:5][CH:6]=[CH:7][CH:8]=2)=[CH:15][CH:14]=1 |f:4.5|. Procedure: A solution of 0.24 parts of 10-methylacridan-9-carboxylic acid chloride (78) in 10 mL dichloromethane and 0.145 parts of 4-phenylphenol (76) in 5 mL of dichloromethane and 1 mL of tetrahydrofuran is treated as described in example I, to give 0.21 parts of 4,4′-biphenyl 10-methylacridan-9-carboxylate. This compound has the following structure. Starting materials: C(C)C1=NNC(=C1C1=CC=C(C=C1)C)N (3-Ethyl-4-(4-methylphenyl)-1H-pyrazol-5-amine), FC1=CC=C(C=C1)C(CC(=O)OCC)=O (ethyl 3-(4-fluorophenyl)-3-oxopropanoate). Run in N1=CC=CC=C1 (pyridine). The product is C(C)C1=NN2C(NC(C=C2C2=CC=C(C=C2)F)=O)=C1C1=CC=C(C=C1)C (2-ethyl3-(4-methylphenyl)-7-(4-fluorophenyl)-pyrazolo[1,5-a]pyrimidin-5(4H)-one). The yield is 81.1%. RXN SMILES: [CH2:1]([C:3]1[C:7]([C:8]2[CH:13]=[CH:12][C:11]([CH3:14])=[CH:10][CH:9]=2)=[C:6]([NH2:15])[NH:5][N:4]=1)[CH3:2].[F:16][C:17]1[CH:22]=[CH:21][C:20]([C:23](=O)[CH2:24][C:25](OCC)=[O:26])=[CH:19][CH:18]=1>N1C=CC=CC=1>[CH2:1]([C:3]1[C:7]([C:8]2[CH:13]=[CH:12][C:11]([CH3:14])=[CH:10][CH:9]=2)=[C:6]2[NH:15][C:25](=[O:26])[CH:24]=[C:23]([C:20]3[CH:21]=[CH:22][C:17]([F:16])=[CH:18][CH:19]=3)[N:5]2[N:4]=1)[CH3:2]. Procedure: 3-Ethyl-4-(4-methylphenyl)-1H-pyrazol-5-amine (200 mg) and ethyl 3-(4-fluorophenyl)-3-oxopropanoate (250 mg) are stirred overnight in a pyridine (10 mL) solvent at 95° C. After cooling to room temperature, the reaction solvent is removed by distillation under reduced pressure. The remainder is extracted with ethyl acetate and water. The extracted organic layer is washed with brine and dehydrated with anhydrous MgSO4. The dehydrated organic layer is distilled under reduced pressure and purified b... Starting materials: F[B-](F)(F)F, CC#N, CC(C(=O)O)C(=O)NCc1cc(F)cc(F)c1, O=C(O)C(F)(F)F, NC(Cc1c[nH]c2ccccc12)C(=O)N1CCc2ccccc2C1, CN(C)C=O, CN(C)C(On1nnc2ccccc21)=[N+](C)C. The product is CC(C(=O)NCc1cc(F)cc(F)c1)C(=O)NC(Cc1c[nH]c2ccccc12)C(=O)N1CCc2ccccc2C1. Reaction SMILES: [B-:25]([F:26])([F:27])([F:28])[F:29].[CH3:64][C:65]#[N:66].[F:47][c:48]1[cH:49][c:50]([CH2:51][NH:52][C:53]([CH:54]([C:55](=[O:56])[OH:57])[CH3:58])=[O:59])[cH:60][c:61]([F:63])[cH:62]1.[F:72][C:73]([F:74])([F:75])[C:76]([OH:77])=[O:78].[NH2:1][CH:2]([C:3](=[O:4])[N:5]1[CH2:6][c:7]2[cH:8][cH:9][cH:10][cH:11][c:12]2[CH2:13][CH2:14]1)[CH2:15][c:16]1[cH:17][nH:18][c:19]2[cH:20][cH:21][cH:22][cH:23][c:24]12.[O:67]=[CH:68][N:69]([CH3:70])[CH3:71].[n:30]1([O:31][C:32]([N:33]([CH3:34])[CH3:35])=[N+:36]([CH3:37])[CH3:38])[c:39]2[cH:40][cH:41][cH:42][cH:43][c:44]2[n:45][n:46]1>>[NH:1]([CH:2]([C:3](=[O:4])[N:5]1[CH2:6][c:7]2[cH:8][cH:9][cH:10][cH:11][c:12]2[CH2:13][CH2:14]1)[CH2:15][c:16]1[cH:17][nH:18][c:19]2[cH:20][cH:21][cH:22][cH:23][c:24]12)[C:55]([CH:54]([C:53]([NH:52][CH2:51][c:50]1[cH:49][c:48]([F:47])[cH:62][c:61]([F:63])[cH:60]1)=[O:59])[CH3:58])=[O:56]. The reactants are NC=1SC(=CC1C(=O)N)C1=C(C=C(C=C1F)C(C)(C)O)F (2-amino-5-[2,6-difluoro-4-(1-hydroxy-1-methylethyl)phenyl]thiophene-3-carboxamide), ClC1=NC(=NC=C1)N1CCCC1 (4-chloro-2-pyrrolidin-1-ylpyrimidine). The product is FC1=C(C(=CC(=C1)C(C)(C)O)F)C1=CC(=C(S1)NC1=NC(=NC=C1)N1CCCC1)C(=O)N (5-[2,6-Difluoro-4-(1-hydroxy-1-methylethyl)phenyl]-2-[(2-pyrrolidin-1-ylpyrimidin-4-yl)amino]thiophene-3-carboxamide). Reaction SMILES: [NH2:1][C:2]1[S:3][C:4]([C:10]2[C:15]([F:16])=[CH:14][C:13]([C:17]([OH:20])([CH3:19])[CH3:18])=[CH:12][C:11]=2[F:21])=[CH:5][C:6]=1[C:7]([NH2:9])=[O:8].Cl[C:23]1[CH:28]=[CH:27][N:26]=[C:25]([N:29]2[CH2:33][CH2:32][CH2:31][CH2:30]2)[N:24]=1>>[F:16][C:15]1[CH:14]=[C:13]([C:17]([OH:20])([CH3:18])[CH3:19])[CH:12]=[C:11]([F:21])[C:10]=1[C:4]1[S:3][C:2]([NH:1][C:27]2[CH:28]=[CH:23][N:24]=[C:25]([N:29]3[CH2:30][CH2:31][CH2:32][CH2:33]3)[N:26]=2)=[C:6]([C:7]([NH2:9])=[O:8])[CH:5]=1. Procedure details: The title compound was prepared according to the general procedure in Example 1 using 2-amino-5-[2,6-difluoro-4-(1-hydroxy-1-methylethyl)phenyl]thiophene-3-carboxamide and 4-chloro-2-pyrrolidin-1-ylpyrimidine as the starting materials.